This data is from the Open Reaction Database (ORD), a public repository of structured organic reaction records. The task is: describe an organic reaction: reactants, conditions, products, and yield Reactants: C(C)OC(=O)[C@@]1([C@@H](C1)C=C)NC(=O)C1C=2C(CN(C1)C(=O)OC(C)(C)C)=CNN2 (tert-butyl 7-((1R,2S)-1-(ethoxycarbonyl)-2-vinylcyclopropylcarbamoyl)-6,7-dihydro-2H-pyrazolo[4,3-c]pyridine-5(4H)-carboxylate), [Li+].[OH-] (LiOH). Run in C1CCOC1 (THF). Run at temperature 0 celsius, time 20 hour. Product: C(C)(C)(C)OC(=O)N1CC=2C(C(C1)C(=O)N[C@]1([C@@H](C1)C=C)C(=O)O)=NNC2 ((1R,2S)-1-(5-(tert-butoxycarbonyl)-4,5,6,7-tetrahydro-2H-pyrazolo[4,3-c]pyridine-7-carboxamido)-2-vinylcyclopropanecarboxylic acid). As a reaction SMILES: C([O:3][C:4]([C@@:6]1([NH:11][C:12]([CH:14]2[CH2:19][N:18]([C:20]([O:22][C:23]([CH3:26])([CH3:25])[CH3:24])=[O:21])[CH2:17][C:16]3=[CH:27][NH:28][N:29]=[C:15]23)=[O:13])[CH2:8][C@H:7]1[CH:9]=[CH2:10])=[O:5])C.[Li+].[OH-]>C1COCC1>[C:23]([O:22][C:20]([N:18]1[CH2:19][CH:14]([C:12]([NH:11][C@:6]2([C:4]([OH:5])=[O:3])[CH2:8][C@H:7]2[CH:9]=[CH2:10])=[O:13])[C:15]2=[N:29][NH:28][CH:27]=[C:16]2[CH2:17]1)=[O:21])([CH3:24])([CH3:25])[CH3:26] |f:1.2|. Reported procedure: A solution of ethyl ester 7b (80.0 mg, 0.198 mmol) in THF (1.5 mL) was cooled to 0° C. and 1 M LiOH (1.00 mL, 1.00 mmol) was added. The mixture was stirred for 20 h during which time the temperature reached rt after 1.5 h. The THF was removed in vacuo and the remaining aqueous solution was diluted with deionized H2O to a final volume of 3 mL. The aqueous mixture was extracted with Et2O (3×) and cooled to 0° C. 2 M HCl was added obtain pH=3. The mixture was extracted with EtOAc (3×) and the combi...